From a dataset of the Open Reaction Database (ORD), a public repository of structured organic reaction records. describe an organic reaction: reactants, conditions, products, and yield Reactants: C(C)(=O)[O-].[K+] (potassium acetate), C1(=CC=CC=C1)P(CCCP(C1=CC=CC=C1)C1=CC=CC=C1)C1=CC=CC=C1 (1,3-bis(diphenylphosphino)propane), C1(CC=CC1)C(=O)C1=C(C=CC(=C1)OC)OS(=O)(=O)C(F)(F)F (Trifluoro-methanesulfonic acid 2-(cyclopent-3-enecarbonyl)-4-methoxy-phenyl ester). The reagents and catalysts are C(C)(=O)[O-].[Pd+2].C(C)(=O)[O-] (palladium acetate). Run in [Cl-].[Na+].O (brine), CN(C)C=O (DMF). Run at temperature 120 celsius. Yields the product COC=1C=CC=2C3C=CC(C(C2C1)=O)C3 (5-Methoxytricyclo[7.2.1.02.7]dodeca-2(7),3,5,10-tetraene-8-one). The yield is 95.3%. Reaction SMILES: [CH:1]1([C:6]([C:8]2[CH:13]=[C:12]([O:14][CH3:15])[CH:11]=[CH:10][C:9]=2OS(C(F)(F)F)(=O)=O)=[O:7])[CH2:5][CH:4]=[CH:3][CH2:2]1.C([O-])(=O)C.[K+].C1(P(C2C=CC=CC=2)CCCP(C2C=CC=CC=2)C2C=CC=CC=2)C=CC=CC=1>CN(C=O)C.[Cl-].[Na+].O.C([O-])(=O)C.[Pd+2].C([O-])(=O)C>[CH3:15][O:14][C:12]1[CH:11]=[CH:10][C:9]2[CH:4]3[CH2:5][CH:1]([C:6](=[O:7])[C:8]=2[CH:13]=1)[CH:2]=[CH:3]3 |f:1.2,5.6.7,8.9.10|. Procedure: Trifluoro-methanesulfonic acid 2-(cyclopent-3-enecarbonyl)-4-methoxy-phenyl ester (19.09 g, 54.5 mmol) was dissolved in DMF (100 mL) under a N2 atmosphere and treated with dilsopropylethylamine (10.6 g, 82.0 mmol), potassium acetate (1.07 g, 11.0 mmol) and 1,3-bis(diphenylphosphino)propane (2.25 g, 5.46 mmol). This mbdure was stirred and degassed (3 vacuum/N2 purge cycles) then treated with palladium acetate (0.49 g, 2.18 mmol). After stirring 20 min. the mixture was warmed to 120° C. for 18 hou... Starting materials: C1(=CC=CC=C1)C(=N[C@@H](CC1=C(C(=CC=C1)OC(F)(F)F)[N+](=O)[O-])C(=O)OC(C)(C)C)C1=CC=CC=C1 (tert-Butyl N-(diphenylmethylene)-2-nitro-3-(trifluoromethoxy)-L-phenylalaninate), C(C)(C)(C)OC(=O)NC1=C(C(=O)O)C=CC=C1OC(F)(F)F (2-[(tert-Butoxycarbonyl)amino]-3-(trifluoromethoxy)benzoic acid). The solvent is ClCCl (dichloromethane). Conditions: time 2 hour. Yields the product NC1=C(C(=O)O)C=CC=C1OC(F)(F)F (2-amino-3-(trifluoromethoxy)benzoic acid). As a reaction SMILES: C1(C(C2C=CC=CC=2)=N[C@H](C(OC(C)(C)C)=O)CC2C=CC=C(OC(F)(F)F)C=2[N+]([O-])=O)C=CC=CC=1.C(OC([NH:45][C:46]1[C:54]([O:55][C:56]([F:59])([F:58])[F:57])=[CH:53][CH:52]=[CH:51][C:47]=1[C:48]([OH:50])=[O:49])=O)(C)(C)C>ClCCl>[NH2:45][C:46]1[C:54]([O:55][C:56]([F:57])([F:58])[F:59])=[CH:53][CH:52]=[CH:51][C:47]=1[C:48]([OH:50])=[O:49]. Procedure details: tert-Butyl N-(diphenylmethylene)-2-nitro-3-(trifluoromethoxy)-L-phenylalaninate (118) Trifluoroacetic acid (6 mL, 80 mmol) was added to a solution of 2-[(tert-butoxycarbonyl)amino]-3-(trifluoromethoxy)benzoic acid (117) (7.254 g, 22.58 mmol) in dichloromethane (40 mL). The mixture was stirred at RT for 2 h. The volatiles were removed in vacuo to provide 2-amino-3-(trifluoromethoxy)benzoic acid, which was dissolved in trifluoroacetic acid (30 mL). After addition of NaBO3.4H2O (18.3 g, 113 mmol), ... Reactants: CC(=O)O, CCO, [Fe], CC(C)(C)OC(=O)Nc1cc(CCOc2ccc([N+](=O)[O-])c3ccccc23)ccn1, [Na+], O=C([O-])O. Product: CC(C)(C)OC(=O)Nc1cc(CCOc2ccc(N)c3ccccc23)ccn1. RXN SMILES: [C:39]([OH:40])(=[O:41])[CH3:42].[CH3:31][CH2:32][OH:33].[Fe:43].[N+:1]([O-:2])(=[O:3])[c:4]1[cH:5][cH:6][c:7]([O:14][CH2:15][CH2:16][c:17]2[cH:18][c:19]([NH:23][C:24]([O:25][C:26]([CH3:27])([CH3:28])[CH3:29])=[O:30])[n:20][cH:21][cH:22]2)[c:8]2[cH:9][cH:10][cH:11][cH:12][c:13]12.[Na+:38].[O-:34][C:35]([OH:36])=[O:37]>>[NH2:1][c:4]1[cH:5][cH:6][c:7]([O:14][CH2:15][CH2:16][c:17]2[cH:18][c:19]([NH:23][C:24]([O:25][C:26]([CH3:27])([CH3:28])[CH3:29])=[O:30])[n:20][cH:21][cH:22]2)[c:8]2[cH:9][cH:10][cH:11][cH:12][c:13]12. Reactants: COC(C1=C(C=CC(=C1)C)OCCN1CCC(CC1)C1=CNC2=C(C=CC=C12)Br)=O (2-{2-[4-(7-bromo-1H-indol-3-yl)-piperidin-1-yl]-ethoxy}-5-methyl-benzoic acid methyl ester), crude mixture, [H-].[Na+] (NaH), BrCCOCC (bromoethylethyl ether). Yields the product BrC=1C=CC=C2C(=CN(C12)CCOCC)C1CCN(CC1)CCOC1=C(C(=O)O)C=C(C=C1)C (2-(2-{4-[7-bromo-1-(2-ethoxy-ethyl)-1H-indol-3-yl]-piperidin-1-yl}-ethoxy)-5-methyl-benzoic acid). As a reaction SMILES: C[O:2][C:3](=[O:30])[C:4]1[CH:9]=[C:8]([CH3:10])[CH:7]=[CH:6][C:5]=1[O:11][CH2:12][CH2:13][N:14]1[CH2:19][CH2:18][CH:17]([C:20]2[C:28]3[C:23](=[C:24]([Br:29])[CH:25]=[CH:26][CH:27]=3)[NH:22][CH:21]=2)[CH2:16][CH2:15]1.[H-].[Na+].Br[CH2:34][CH2:35][O:36][CH2:37][CH3:38]>>[Br:29][C:24]1[CH:25]=[CH:26][CH:27]=[C:28]2[C:23]=1[N:22]([CH2:34][CH2:35][O:36][CH2:37][CH3:38])[CH:21]=[C:20]2[CH:17]1[CH2:18][CH2:19][N:14]([CH2:13][CH2:12][O:11][C:5]2[CH:6]=[CH:7][C:8]([CH3:10])=[CH:9][C:4]=2[C:3]([OH:30])=[O:2])[CH2:15][CH2:16]1 |f:1.2|. Procedure: This compound was prepared following the procedure described in Example 138 (part B) starting with 1.6 g (3.3 mmol) of 2-{2-[4-(7-bromo-1H-indol-3-yl)-piperidin-1-yl]-ethoxy}-5-methyl-benzoic acid methyl ester (prepared as in Example 138, part A), 0.17 g (4.2 mmol) of NaH in 60% of mineral oil and 0.45 mL (4 mmol) of bromoethylethyl ether. The crude mixture was hydrolised following the procedure described in Example 138 (part C) and purified by chromatography over silica gel affording 0.26 g (34...